This data is from the Open Reaction Database (ORD), a public repository of structured organic reaction records. The task is: describe an organic reaction: reactants, conditions, products, and yield The reactants are FC1=CC=C(C=C1)C1=CC=CC(=N1)N1CCC(CC1)CCNC(OC1=CC=C(C=C1)[N+](=O)[O-])=O (4-nitrophenyl 2-[6′-(4-fluorophenyl)-3,4,5,6-tetrahydro-2H-[1,2′]bipyridinyl-4-yl]ethylcarbamate), FC(C(O)C=1N=CSC1)(F)F (2,2,2-trifluoro-1-thiazol-4-ylethanol), C(C)(C)N(C(C)C)CC (N,N-diisopropylethylamine), N,N-dimethylaminopyridine. The product is FC1=CC=C(C=C1)C1=CC=CC(=N1)N1CCC(CC1)CCNC(OC(C(F)(F)F)C=1N=CSC1)=O (2,2,2-Trifluoro-1-thiazol-4-ylethyl (+/−)-2-[6′-(4-fluorophenyl)-3,4,5,6-tetrahydro-2H-[1,2′]bipyridinyl-4-yl]ethylcarbamate). The yield is 47.2%. RXN SMILES: [F:1][C:2]1[CH:7]=[CH:6][C:5]([C:8]2[N:13]=[C:12]([N:14]3[CH2:19][CH2:18][CH:17]([CH2:20][CH2:21][NH:22][C:23](=O)[O:24]C4C=CC([N+]([O-])=O)=CC=4)[CH2:16][CH2:15]3)[CH:11]=[CH:10][CH:9]=2)=[CH:4][CH:3]=1.C(N(CC)C(C)C)(C)C.[F:44][C:45]([F:54])([F:53])[CH:46]([C:48]1[N:49]=[CH:50][S:51][CH:52]=1)[OH:47]>>[F:1][C:2]1[CH:7]=[CH:6][C:5]([C:8]2[N:13]=[C:12]([N:14]3[CH2:19][CH2:18][CH:17]([CH2:20][CH2:21][NH:22][C:23](=[O:24])[O:47][CH:46]([C:48]4[N:49]=[CH:50][S:51][CH:52]=4)[C:45]([F:44])([F:53])[F:54])[CH2:16][CH2:15]3)[CH:11]=[CH:10][CH:9]=2)=[CH:4][CH:3]=1. Reported procedure: The procedure described in Example 4 (step 4.6.) is followed. Starting from 0.183 g (1 mmol) of 4-nitrophenyl 2-[6′-(4-fluorophenyl)-3,4,5,6-tetrahydro-2H-[1,2′]bipyridinyl-4-yl]ethylcarbamate, described in Example 4 (step 4.4.), 0.19 g (1.5 mmol) of N,N-diisopropylethylamine, 0.006 g (0.05 mmol) of N,N-dimethylaminopyridine and 0.51 g (1.1 mmol) of 2,2,2-trifluoro-1-thiazol-4-ylethanol, obtained in step 5.1., and after chromatography on silica gel, eluting with a 40/60 mixture of ethyl acetate ...